This data is from the Open Reaction Database (ORD), a public repository of structured organic reaction records. The task is: describe an organic reaction: reactants, conditions, products, and yield Product: CCOC(=O)C1OC1C. As a reaction SMILES: [C:11]([CH:12]=[CH:13][CH3:14])(=[O:15])[O:16][CH2:17][CH3:18].[CH3:1][C:2]([CH3:3])([CH3:4])[OH:5].[CH3:6][S:7]([NH2:8])(=[O:9])=[O:10].[Na+:23].[Na+:24].[OH2:25].[S:19]([O-:20])([O-:21])=[O:22]>>[O:5]1[CH:12]([C:11](=[O:15])[O:16][CH2:17][CH3:18])[CH:13]1[CH3:14]. The reactants are CC=CC(=O)OCC, CC(C)(C)O, CS(N)(=O)=O, [Na+], [Na+], O, O=S([O-])[O-].